This data is from the Open Reaction Database (ORD), a public repository of structured organic reaction records. The task is: describe an organic reaction: reactants, conditions, products, and yield Starting materials: CC(C)=CCCBr, CCOCC, COC1=CC(=O)CC1, [Mg]. Yields the product CC(C)=CCCC1=CC(=O)CC1. As a reaction SMILES: [Br:2][CH2:3][CH2:4][CH:5]=[C:6]([CH3:7])[CH3:8].[CH3:17][CH2:18][O:19][CH2:20][CH3:21].[CH3:9][O:10][C:11]1=[CH:12][C:13](=[O:16])[CH2:14][CH2:15]1.[Mg:1]>>[CH2:3]([CH2:4][CH:5]=[C:6]([CH3:7])[CH3:8])[C:11]1=[CH:12][C:13](=[O:16])[CH2:14][CH2:15]1.